This data is from the Open Reaction Database (ORD), a public repository of structured organic reaction records. The task is: describe an organic reaction: reactants, conditions, products, and yield Reactants: CCOCC, CC(C)=O, O=C(O)c1ccc(OCCCCl)cc1, [I-], [Na+]. The product is O=C(O)c1ccc(OCCCI)cc1. RXN SMILES: [CH2:21]([O:22][CH2:23][CH3:24])[CH3:25].[CH3:17][C:18](=[O:19])[CH3:20].[Cl:1][CH2:2][CH2:3][CH2:4][O:5][c:6]1[cH:7][cH:8][c:9]([C:10](=[O:11])[OH:12])[cH:13][cH:14]1.[I-:16].[Na+:15]>>[CH2:2]([CH2:3][CH2:4][O:5][c:6]1[cH:7][cH:8][c:9]([C:10](=[O:11])[OH:12])[cH:13][cH:14]1)[I:16].